From a dataset of the Open Reaction Database (ORD), a public repository of structured organic reaction records. describe an organic reaction: reactants, conditions, products, and yield Starting materials: O=C([O-])[O-], Cc1ccc(S(=O)(=O)OCC2CCN(C(=O)OC(C)(C)C)CC2)cc1, [K+], [K+], CN(C)C=O, COc1cc2c(Oc3ccc4[nH]cc(C)c4c3)ncnc2cc1O. The product is COc1cc2c(Oc3ccc4[nH]cc(C)c4c3)ncnc2cc1OCC1CCN(C(=O)OC(C)(C)C)CC1. As a reaction SMILES: [C:25](=[O:26])([O-:27])[O-:28].[CH3:31][c:32]1[cH:33][cH:34][c:35]([S:36]([O:37][CH2:42][CH:43]2[CH2:44][CH2:45][N:46]([C:49](=[O:50])[O:51][C:52]([CH3:53])([CH3:54])[CH3:55])[CH2:47][CH2:48]2)(=[O:38])=[O:39])[cH:40][cH:41]1.[K+:29].[K+:30].[O:56]=[CH:57][N:58]([CH3:59])[CH3:60].[OH:1][c:2]1[c:3]([O:23][CH3:24])[cH:4][c:5]2[c:6]([O:12][c:13]3[cH:14][c:15]4[c:16]([CH3:22])[cH:17][nH:18][c:19]4[cH:20][cH:21]3)[n:7][cH:8][n:9][c:10]2[cH:11]1>>[O:1]([c:2]1[c:3]([O:23][CH3:24])[cH:4][c:5]2[c:6]([O:12][c:13]3[cH:14][c:15]4[c:16]([CH3:22])[cH:17][nH:18][c:19]4[cH:20][cH:21]3)[n:7][cH:8][n:9][c:10]2[cH:11]1)[CH2:42][CH:43]1[CH2:44][CH2:45][N:46]([C:49](=[O:50])[O:51][C:52]([CH3:53])([CH3:54])[CH3:55])[CH2:47][CH2:48]1.